The task is: describe an organic reaction: reactants, conditions, products, and yield. This data is from the Open Reaction Database (ORD), a public repository of structured organic reaction records. Starting materials: S(=O)(=O)(C(F)(F)F)OS(=O)(=O)C(F)(F)F (Triflic anhydride), C(C1=CC=CC=C1)(C1=CC=CC=C1)(C1=CC=CC=C1)OC[C@@H](C)O ((R)-1-(trityloxy)propan-2-ol), C(C)(C)N(CC)C(C)C (diisopropylethylamine), C(C)(C)N(CC)C(C)C (Diisopropylethylamine), Cl.CO[C@H]1CNCC1 ((R)-3-methoxypyrrolidine hydrochloride). Run in C(Cl)Cl (DCM). Conditions: temperature -20 celsius. The product is CO[C@H]1CN(CC1)[C@H](COC(C1=CC=CC=C1)(C1=CC=CC=C1)C1=CC=CC=C1)C ((R)-3-methoxy-1-((S)-1-(trityloxy)propan-2-yl)pyrrolidine). Isolated yield 65.8%. As a reaction SMILES: S(OS(C(F)(F)F)(=O)=O)(C(F)(F)F)(=O)=O.[C:16]([O:35][CH2:36][C@H:37](O)[CH3:38])([C:29]1[CH:34]=[CH:33][CH:32]=[CH:31][CH:30]=1)([C:23]1[CH:28]=[CH:27][CH:26]=[CH:25][CH:24]=1)[C:17]1[CH:22]=[CH:21][CH:20]=[CH:19][CH:18]=1.C(N(C(C)C)CC)(C)C.Cl.[CH3:50][O:51][C@@H:52]1[CH2:56][CH2:55][NH:54][CH2:53]1>C(Cl)Cl>[CH3:50][O:51][C@@H:52]1[CH2:56][CH2:55][N:54]([C@@H:37]([CH3:38])[CH2:36][O:35][C:16]([C:23]2[CH:28]=[CH:27][CH:26]=[CH:25][CH:24]=2)([C:17]2[CH:18]=[CH:19][CH:20]=[CH:21][CH:22]=2)[C:29]2[CH:34]=[CH:33][CH:32]=[CH:31][CH:30]=2)[CH2:53]1 |f:3.4|. Reported procedure: Triflic anhydride (1M in DCM, 1.67 mL, 1.67 mmol) was added to a solution of (R)-1-(trityloxy)propan-2-ol (505 mg, 1.59 mmol) and diisopropylethylamine (0.55 mL, 3.16 mmol) in DCM (10 mL) at −78° C. The reaction was allowed to warm to −20° C. over 1 h. Diisopropylethylamine (0.32 mL, 1.84 mmol) and (R)-3-methoxypyrrolidine hydrochloride (255 mg, 1.85 mmol) were added to the reaction and the mixture was allowed to warm to room temperature over 3 h. The reaction mixture was washed with 2×10 mL sat... Starting materials: C(C)OC(CC1C(CCCC1)=O)=O (ethyl(2-oxo-cyclohexyl)-acetate), crude product, C(C)(C)(C)C1C(C(CCC1)Cl)=O (2-tert-butyl-6-chloro-cyclohexanone). Yields the product C(C)OC(CC1C(C(CCC1)Cl)=O)=O (Ethyl(3-chloro-2-oxo-cyclohexyl)-acetate). RXN SMILES: [CH2:1]([O:3][C:4](=[O:13])[CH2:5][CH:6]1[CH2:11][CH2:10][CH2:9][CH2:8][C:7]1=[O:12])[CH3:2].C(C1CCCC([Cl:24])C1=O)(C)(C)C>>[CH2:1]([O:3][C:4](=[O:13])[CH2:5][CH:6]1[CH2:11][CH2:10][CH2:9][CH:8]([Cl:24])[C:7]1=[O:12])[CH3:2]. Procedure: The chlorination of ethyl(2-oxo-cyclohexyl)-acetate takes place in a manner similar to that described above for the preparation of 2-tert-butyl-6-chloro-cyclohexanone. The title compound is reacted as a crude product without further characterization. The reactants are C(C)(C)(C)OC(=O)N[C@@H](CC=1N=CSC1)C(=O)N1[C@H](C(=O)NCC(=O)OCCCCCCCCCCCCCC)CCC1 (tetradecyl N-(tert-butyloxycarbonyl)-3-(4-thiazolyl)-L-alanyl-L-prolyl-glycinate), Cl (hydrogen chloride). The solvent is C(C)(=O)OCC (ethyl acetate), C(C)(=O)OCC (ethyl acetate). Run at time 2 hour. The product is Cl.S1C=NC(=C1)C[C@H](N)C(=O)N1[C@H](C(=O)NCC(=O)OCCCCCCCCCCCCCC)CCC1 (tetradecyl 3-(4-thiazolyl)-L-alanyl-L-prolyl-glycinate hydrochloride). RXN SMILES: C(OC([NH:8][C@H:9]([C:16]([N:18]1[CH2:43][CH2:42][CH2:41][C@H:19]1[C:20]([NH:22][CH2:23][C:24]([O:26][CH2:27][CH2:28][CH2:29][CH2:30][CH2:31][CH2:32][CH2:33][CH2:34][CH2:35][CH2:36][CH2:37][CH2:38][CH2:39][CH3:40])=[O:25])=[O:21])=[O:17])[CH2:10][C:11]1[N:12]=[CH:13][S:14][CH:15]=1)=O)(C)(C)C.[ClH:44]>C(OCC)(=O)C>[ClH:44].[S:14]1[CH:15]=[C:11]([CH2:10][C@@H:9]([C:16]([N:18]2[CH2:43][CH2:42][CH2:41][C@H:19]2[C:20]([NH:22][CH2:23][C:24]([O:26][CH2:27][CH2:28][CH2:29][CH2:30][CH2:31][CH2:32][CH2:33][CH2:34][CH2:35][CH2:36][CH2:37][CH2:38][CH2:39][CH3:40])=[O:25])=[O:21])=[O:17])[NH2:8])[N:12]=[CH:13]1 |f:3.4|. Reported procedure: To a solution of the compound (13) (1.2 g, 1.92 mmol) in ethyl acetate (20 ml) was added the solution of 4N-hydrogen chloride in ethyl acetate (20 ml) under ice-cooling and the resulting mixture was stirred for 2 h at the same temperature. The reaction mixture was concentrated in vacuo to give the compound (16) (1.27 g, quantitative). This compound used in the next, reaction without purification. Reactants: C1CCOC1, CCOC(C)=O, NCCO, CC1(C)C(C(=O)c2cn(CC3CCOCC3)c3ccc(C(=O)O)cc23)C1(C)C, COC(=O)c1ccc2c(c1)c(C(=O)C1C(C)(C)C1(C)C)cn2CC1CCOCC1. Product: CC1(C)C(C(=O)c2cn(CC3CCOCC3)c3ccc(C(=O)NCCO)cc23)C1(C)C. RXN SMILES: [CH2:68]1[O:69][CH2:70][CH2:71][CH2:72]1.[CH3:62][CH2:63][O:64][C:65]([CH3:66])=[O:67].[NH2:58][CH2:59][CH2:60][OH:61].[O:1]1[CH2:2][CH2:3][CH:4]([CH2:7][n:8]2[cH:9][c:10]([C:20](=[O:21])[CH:22]3[C:23]([CH3:27])([CH3:28])[C:24]3([CH3:25])[CH3:26])[c:11]3[cH:12][c:13]([C:17](=[O:18])[OH:19])[cH:14][cH:15][c:16]23)[CH2:5][CH2:6]1.[O:29]1[CH2:30][CH2:31][CH:32]([CH2:33][n:34]2[c:35]3[c:36]([cH:37][c:38]([C:39]([O:40][CH3:41])=[O:42])[cH:43][cH:44]3)[c:45]([C:46]([CH:47]3[C:48]([CH3:49])([CH3:50])[C:51]3([CH3:52])[CH3:53])=[O:54])[cH:55]2)[CH2:56][CH2:57]1>>[O:1]1[CH2:2][CH2:3][CH:4]([CH2:7][n:8]2[cH:9][c:10]([C:20](=[O:21])[CH:22]3[C:23]([CH3:27])([CH3:28])[C:24]3([CH3:25])[CH3:26])[c:11]3[cH:12][c:13]([C:17](=[O:18])[NH:58][CH2:59][CH2:60][OH:61])[cH:14][cH:15][c:16]23)[CH2:5][CH2:6]1. RXN SMILES: [CH2:1]([CH3:2])[O:3][CH2:4][CH2:5][S:6][c:7]1[cH:8][c:9]([CH3:22])[c:10](-[c:14]2[cH:15][c:16]([CH2:20][OH:21])[cH:17][cH:18][cH:19]2)[c:11]([CH3:13])[cH:12]1.[CH2:52]([P:53]([CH2:54][CH2:55][CH2:56][CH3:57])[CH2:58][CH2:59][CH2:60][CH3:61])[CH2:62][CH2:63][CH3:64].[F:23][c:24]1[c:25]([CH2:43][CH2:44][C:45](=[O:46])[O:47][C:48]([CH3:49])([CH3:50])[CH3:51])[cH:26][cH:27][c:28]([NH:30][S:31](=[O:32])(=[O:33])[c:34]2[c:35]([N+:40](=[O:41])[O-:42])[cH:36][cH:37][cH:38][cH:39]2)[cH:29]1.[N:65]([C:66]([N:67]1[CH2:68][CH2:69][CH2:70][CH2:71][CH2:72]1)=[O:73])=[N:74][C:75]([N:76]1[CH2:77][CH2:78][CH2:79][CH2:80][CH2:81]1)=[O:82].[O:83]1[CH2:84][CH2:85][CH2:86][CH2:87]1>>[CH2:1]([CH3:2])[O:3][CH2:4][CH2:5][S:6][c:7]1[cH:8][c:9]([CH3:22])[c:10](-[c:14]2[cH:15][c:16]([CH2:20][N:30]([c:28]3[cH:27][cH:26][c:25]([CH2:43][CH2:44][C:45](=[O:46])[O:47][C:48]([CH3:49])([CH3:50])[CH3:51])[c:24]([F:23])[cH:29]3)[S:31](=[O:32])(=[O:33])[c:34]3[c:35]([N+:40](=[O:41])[O-:42])[cH:36][cH:37][cH:38][cH:39]3)[cH:17][cH:18][cH:19]2)[c:11]([CH3:13])[cH:12]1. Product: CCOCCSc1cc(C)c(-c2cccc(CN(c3ccc(CCC(=O)OC(C)(C)C)c(F)c3)S(=O)(=O)c3ccccc3[N+](=O)[O-])c2)c(C)c1. Reactants: CCOCCSc1cc(C)c(-c2cccc(CO)c2)c(C)c1, CCCCP(CCCC)CCCC, CC(C)(C)OC(=O)CCc1ccc(NS(=O)(=O)c2ccccc2[N+](=O)[O-])cc1F, O=C(N=NC(=O)N1CCCCC1)N1CCCCC1, C1CCOC1. The reactants are CC(C)(C)OC(=O)NCc1coc2cc(Oc3nc4ncccc4s3)ccc12, CCOCC, ClCCl, Cl. Product: Cl, NCc1coc2cc(Oc3nc4ncccc4s3)ccc12. RXN SMILES: [C:1]([O:2][C:3](=[O:4])[NH:7][CH2:8][c:9]1[cH:10][o:11][c:12]2[c:13]1[cH:14][cH:15][c:16]([O:18][c:19]1[s:20][c:21]3[c:22]([n:23][cH:24][cH:25][cH:26]3)[n:27]1)[cH:17]2)([CH3:5])([CH3:6])[CH3:28].[CH3:33][CH2:34][O:35][CH2:36][CH3:37].[Cl:30][CH2:31][Cl:32].[ClH:29]>>[ClH:29].[NH2:7][CH2:8][c:9]1[cH:10][o:11][c:12]2[c:13]1[cH:14][cH:15][c:16]([O:18][c:19]1[s:20][c:21]3[c:22]([n:23][cH:24][cH:25][cH:26]3)[n:27]1)[cH:17]2.